This data is from the Open Reaction Database (ORD), a public repository of structured organic reaction records. The task is: describe an organic reaction: reactants, conditions, products, and yield The reactants are BrCc1ccccc1, CN(C)C=O, O=c1c2ccc(Cl)cc2oc2c(O)cccc12, [H-], [Na+]. Product: O=c1c2ccc(Cl)cc2oc2c(OCc3ccccc3)cccc12. As a reaction SMILES: [Br:20][CH2:21][c:22]1[cH:23][cH:24][cH:25][cH:26][cH:27]1.[CH3:28][N:29]([CH3:30])[CH:31]=[O:32].[Cl:1][c:2]1[cH:3][cH:4][c:5]2[c:6](=[O:17])[c:7]3[cH:8][cH:9][cH:10][c:11]([OH:16])[c:12]3[o:13][c:14]2[cH:15]1.[H-:18].[Na+:19]>>[Cl:1][c:2]1[cH:3][cH:4][c:5]2[c:6](=[O:17])[c:7]3[cH:8][cH:9][cH:10][c:11]([O:16][CH2:21][c:22]4[cH:23][cH:24][cH:25][cH:26][cH:27]4)[c:12]3[o:13][c:14]2[cH:15]1.